The task is: describe an organic reaction: reactants, conditions, products, and yield. This data is from the Open Reaction Database (ORD), a public repository of structured organic reaction records. Reactants: ClC(Cl)Cl, O=C1c2ccccc2C(=O)c2cc(CCl)ccc21, OCCO. Product: O=C1c2ccccc2C(=O)c2cc(COCCO)ccc21. RXN SMILES: [CH:23]([Cl:24])([Cl:25])[Cl:26].[Cl:1][CH2:2][c:3]1[cH:4][c:5]2[c:14]([cH:15][cH:16]1)[C:13](=[O:17])[c:12]1[c:7]([cH:8][cH:9][cH:10][cH:11]1)[C:6]2=[O:18].[OH:19][CH2:20][CH2:21][OH:22]>>[CH2:2]([c:3]1[cH:4][c:5]2[c:14]([cH:15][cH:16]1)[C:13](=[O:17])[c:12]1[c:7]([cH:8][cH:9][cH:10][cH:11]1)[C:6]2=[O:18])[O:22][CH2:21][CH2:20][OH:19].